From a dataset of the Open Reaction Database (ORD), a public repository of structured organic reaction records. describe an organic reaction: reactants, conditions, products, and yield Run at time 3 hour. As a reaction SMILES: [Cr](Cl)([O-])(=O)=O.[NH+]1C=CC=CC=1.[CH3:12][C@H:13]([C@H:16]([CH3:20])[CH2:17][CH2:18][CH3:19])[CH2:14][OH:15]>ClCCl>[CH3:12][C@H:13]([C@H:16]([CH3:20])[CH2:17][CH2:18][CH3:19])[CH:14]=[O:15] |f:0.1|. The reactants are [Cr](=O)(=O)([O-])Cl.[NH+]1=CC=CC=C1 (Pyridinium chlorochromate), C[C@@H](CO)[C@@H](CCC)C ((2R,3R)-2,3-Dimethyl-hexan-1-ol). The product is C[C@@H](C=O)[C@@H](CCC)C ((2R,3R)-2,3-Dimethyl-hexanal). Reported procedure: Pyridinium chlorochromate (27.35 g, 126.9 mmol) and neutral alumina (96 g, 3.5 g per gram of pyridinium chlorochromate) in dry dichloromethane (200 mL) was stirred under nitrogen for 0.25 hours. (2R,3R)-2,3-Dimethyl-hexan-1-ol (5.0 g, 38.46 mmol) in dichloromethane (60 mL) was added and the resulting dark slurry was stirred at room temperature for 3 hours. The slurry was filtered through a short pad of silica eluting with excess dichloromethane. Evaporation of the solvent afforded the titled com... The yield is 83.1%. Run in ClCCl (dichloromethane), ClCCl (dichloromethane). Solvent: C(C)(C)O (isopropanol). Procedure: To a solution of 4-(4-chloro-phenyl)-3-(R)-methyl-piperazine (0.2 g, 0.95 mmol) in isopropanol (20 mL) was added 2,6-lutidine (0.11 mL, 0.94 mmol) and catalytic potassium iodide. This mixture was heated to 80° C. and then treated with 2-[5-(3-bromo-propylidene)-5,1-dihydro-10-oxa-1-aza-dibenzo[a,d]cyclohepten-7-yl]-propan-2-ol (0.24 g, 0.63 mmol), added in portions over 2 h. The solution was then stirred at 80° C. for an additional 20 h. The reaction was concentrated in vacuo and purified by fla... As a reaction SMILES: [Cl:1][C:2]1[CH:7]=[CH:6][C:5]([N:8]2[CH2:13][CH2:12][NH:11][CH2:10][C@H:9]2[CH3:14])=[CH:4][CH:3]=1.N1C(C)=CC=CC=1C.[I-].[K+].Br[CH2:26][CH2:27][CH:28]=[C:29]1[C:35]2=[CH:36][CH:37]=[CH:38][NH:39][C:34]2=[CH:33][O:32][C:31]2[CH:40]=[CH:41][C:42]([C:44]([OH:47])([CH3:46])[CH3:45])=[CH:43][C:30]1=2>C(O)(C)C>[Cl:1][C:2]1[CH:3]=[CH:4][C:5]([N:8]2[CH2:13][CH2:12][N:11]([CH2:26][CH2:27][CH:28]=[C:29]3[C:35]4[CH:36]=[CH:37][CH:38]=[N:39][C:34]=4[CH2:33][O:32][C:31]4[CH:40]=[CH:41][C:42]([C:44]([OH:47])([CH3:46])[CH3:45])=[CH:43][C:30]3=4)[CH2:10][C@H:9]2[CH3:14])=[CH:6][CH:7]=1 |f:2.3|. Conditions: temperature 80 celsius, time 20 hour. The product is ClC1=CC=C(C=C1)N1[C@@H](CN(CC1)CCC=C1C2=C(OCC3=C1C=CC=N3)C=CC(=C2)C(C)(C)O)C (2-(5-{3-[4-(4-Chloro-phenyl)-3-(R)-methyl-piperazin-1-yl]-propylidene}-5,11-dihydro-10-oxa-1-aza-dibenzo[a,d]cyclohepten-7-yl)-propan-2-ol). Reactants: ClC1=CC=C(C=C1)N1[C@@H](CNCC1)C (4-(4-chloro-phenyl)-3-(R)-methyl-piperazine), N1=C(C=CC=C1C)C (2,6-lutidine), [I-].[K+] (potassium iodide), BrCCC=C1C2=C(OC=C3C1=CC=CN3)C=CC(=C2)C(C)(C)O (2-[5-(3-bromo-propylidene)-5,1-dihydro-10-oxa-1-aza-dibenzo[a,d]cyclohepten-7-yl]-propan-2-ol). The reactants are C(C)(C)(C)OC(=O)N1CC=C(CC1)C1=CNC2=CC=C(C=C12)O (3-(N-t-Butoxycarbonyl-1,2,5,6-tetrahydropyrid-4-yl)-5-hydroxy-1H-indole), diethyl ether hexanes, ClC1=NC=C(C=C1)[N+](=O)[O-] (2-chloro-5-nitropyridine), [H-].[Na+] (Sodium hydride). Solvent: O1CCCC1 (tetrahydrofuran). Reaction conditions: temperature 66 celsius. The product is C(C)(C)(C)OC(=O)N1CC=C(CC1)C1=CNC2=CC=C(C=C12)OC1=NC=C(C=C1)[N+](=O)[O-] (3-(N-t-Butoxycarbonyl-1.2.5.6-tetrahydropyrid-4-yl)-5-(5-nitropyrid-2-yloxy)-1H-indole). Yield: 78.0%. RXN SMILES: [C:1]([O:5][C:6]([N:8]1[CH2:13][CH2:12][C:11]([C:14]2[C:22]3[C:17](=[CH:18][CH:19]=[C:20]([OH:23])[CH:21]=3)[NH:16][CH:15]=2)=[CH:10][CH2:9]1)=[O:7])([CH3:4])([CH3:3])[CH3:2].Cl[C:25]1[CH:30]=[CH:29][C:28]([N+:31]([O-:33])=[O:32])=[CH:27][N:26]=1.[H-].[Na+]>O1CCCC1>[C:1]([O:5][C:6]([N:8]1[CH2:13][CH2:12][C:11]([C:14]2[C:22]3[C:17](=[CH:18][CH:19]=[C:20]([O:23][C:25]4[CH:30]=[CH:29][C:28]([N+:31]([O-:33])=[O:32])=[CH:27][N:26]=4)[CH:21]=3)[NH:16][CH:15]=2)=[CH:10][CH2:9]1)=[O:7])([CH3:4])([CH3:2])[CH3:3] |f:2.3|. Reported procedure: 3-(N-t-Butoxycarbonyl-1,2,5,6-tetrahydropyrid-4-yl)-5-hydroxy-1H-indole and 2-chloro-5-nitropyridine were used. Sodium hydride (60% in oil) was the base, tetrahydrofuran was the reaction solvent, the reaction time was heated at reflux (66° C.) for 12 hours, and the chromatographic solvent system was diethyl ether/hexanes [1:3] to afford the title compound (78%) as a yellow foam: 1H NMR (CD3OD) δ8.88 (d, J=2.8 Hz, 1H), 8.39 (dd, J=2.8 and 9.1 Hz, 1H), 7.56 (d, J=2.1 Hz, 1H), 7.39 (d, J=8.7 Hz, 1H... Starting materials: CC(=O)Nc1ccc(F)c(N)c1, CCOC=C(C(=O)OCC)C(=O)OCC, Cc1ccccc1. Yields the product CCOC(=O)C(=CNc1cc(NC(C)=O)ccc1F)C(=O)OCC. Reaction SMILES: [C:1]([CH3:2])(=[O:3])[NH:4][c:5]1[cH:6][c:7]([NH2:12])[c:8]([F:11])[cH:9][cH:10]1.[CH2:13]([O:14][CH:16]=[C:17]([C:18](=[O:19])[O:20][CH2:21][CH3:22])[C:23](=[O:24])[O:25][CH2:26][CH3:27])[CH3:15].[CH3:28][c:29]1[cH:30][cH:31][cH:32][cH:33][cH:34]1>>[C:1]([CH3:2])(=[O:3])[NH:4][c:5]1[cH:6][c:7]([NH:12][CH:16]=[C:17]([C:18](=[O:19])[O:20][CH2:21][CH3:22])[C:23](=[O:24])[O:25][CH2:26][CH3:27])[c:8]([F:11])[cH:9][cH:10]1. Procedure: Reaction of 4-fluoro-3-methyl-benzaldehyde with methoxylamine hydrochloride as described in the preparation of compound 3-A gave the title oxime ether as a clear oil after chromatography on silica gel (elution hexane-ethyl acetate 8:2) (100% yield). 1HNMR indicated a 9:1 mixture of E- and Z-isomers. 1HNMR 400 MHz (CDCl3) δ (ppm): (E-isomer) 2.29 (3H, broad s, CH3), 3.96 (3H, s, OCH3), 7.0 (1H, m, aromatic), 7.34 (1H, m, aromatic), 7.4 (1H, m, aromatic), 8.0 (1H, s, CH). Yields the product CON=CC1=CC(=C(C=C1)F)C (4-Fluoro-3-methyl-benzaldehyde O-methyl-oxime), silica gel. Reactants: compound 3-A, FC1=C(C=C(C=O)C=C1)C (4-fluoro-3-methyl-benzaldehyde), Cl.O(C)N (methoxylamine hydrochloride). Reaction SMILES: [F:1][C:2]1[CH:9]=[CH:8][C:5]([CH:6]=O)=[CH:4][C:3]=1[CH3:10].Cl.[O:12]([NH2:14])[CH3:13]>>[CH3:13][O:12][N:14]=[CH:6][C:5]1[CH:8]=[CH:9][C:2]([F:1])=[C:3]([CH3:10])[CH:4]=1 |f:1.2|. The yield is 100.0%. Yields the product BrCCCC1=CC(=C(C=C1)C)Cl (1-(3-bromopropyl)-3-chloro-4-methylbenzene). As a reaction SMILES: [Cl:1][C:2]1[CH:3]=[C:4]([CH2:9][CH2:10][CH2:11]O)[CH:5]=[CH:6][C:7]=1[CH3:8].C1(P(C2C=CC=CC=2)C2C=CC=CC=2)C=CC=CC=1.[Br:32]N1C(=O)CCC1=O.O>C(Cl)Cl>[Br:32][CH2:11][CH2:10][CH2:9][C:4]1[CH:5]=[CH:6][C:7]([CH3:8])=[C:2]([Cl:1])[CH:3]=1. Starting materials: O (Water), C1(=CC=CC=C1)P(C1=CC=CC=C1)C1=CC=CC=C1 (triphenylphosphine), BrN1C(CCC1=O)=O (N-bromosuccinimide), ClC=1C=C(C=CC1C)CCCO (3-(3-chloro-4-methylphenyl)-1-propanol). The solvent is C(Cl)Cl (methylene chloride). The yield is 91.8%. Procedure: Compound 55-2 (2.34 g) was dissolved in methylene chloride (40 ml), triphenylphosphine (3.66 g) and N-bromosuccinimide (2.48 g) were added under ice-cooling, and the mixture was stirred under ice-cooling for 3 hr. Water was added to the reaction mixture, and the mixture was extracted with methylene chloride and washed with saturated brine, and dried over anhydrous sodium sulfate. The solvent was evaporated under reduced pressure. Diethyl ether was added, and the precipitated triphenylphosphine o... Reactants: CC(=O)OCC1=C(N2[C@@H]([C@@H](C2=O)N)SC1)C(=O)O (7-Aminocephalosporanic acid), S1N=C(C=N1)[S-].[K+] (potassium 1,2,5-thiadiazole-3-thiolate), B(F)(F)F.CCOCC (boron trifluoride etherate). The solvent is FC(C(=O)O)(F)F (trifluoroacetic acid). The product is NC1[C@@H]2N(C(=C(CS2)CSC2=NSN=C2)C(=O)O)C1=O (7-amino-3-(1,2,5-thiadiazol-3-yl)thiomethyl-3-cephem-4-carboxylic acid). Yield: 73.0%. RXN SMILES: CC(O[CH2:5][C:6]1[CH2:15][S:14][C@@H:9]2[C@H:10]([NH2:13])[C:11](=[O:12])[N:8]2[C:7]=1[C:16]([OH:18])=[O:17])=O.[S:19]1[N:23]=[CH:22][C:21]([S-:24])=[N:20]1.[K+].B(F)(F)F.CCOCC>FC(F)(F)C(O)=O>[NH2:13][CH:10]1[C:11](=[O:12])[N:8]2[C:7]([C:16]([OH:18])=[O:17])=[C:6]([CH2:5][S:24][C:21]3[CH:22]=[N:23][S:19][N:20]=3)[CH2:15][S:14][C@H:9]12 |f:1.2,3.4|. Reported procedure: 7-Aminocephalosporanic acid (0.272 g) was added to the solution of potassium 1,2,5-thiadiazole-3-thiolate (0.136 g) in trifluoroacetic acid (5 ml) and the mixture was stirred for a few minutes until the solution turned clear, and then, boron trifluoride etherate (0.434 g) was added thereto and the mixture was stirred for 12 hours at room temperature. The reaction mixture was evaporated under reduced pressure and the residue was adjusted to pH 3.0 with 2% aqueous solution of ammonium hydroxide. T...